From a dataset of the Open Reaction Database (ORD), a public repository of structured organic reaction records. describe an organic reaction: reactants, conditions, products, and yield The reactants are OP(=O)(O)O (H3PO4), C1CCNC(=O)[C@@H](C1)N (D-α-amino-ε-caprolactam), CC1=NC=C(C(=C1O)C=O)COP(=O)(O)O (pyridoxal-5-phosphate). Reaction conditions: time 1.5 hour. Product: C1CCNC(=O)[C@H](C1)N (L-α-amino-ε-caprolactam), C1CCNC(=O)[C@@H](C1)N (D-α-amino-ε-caprolactam). RXN SMILES: [CH2:1]1[CH2:8][C@@H:7]([NH2:9])[C:5](=[O:6])[NH:4][CH2:3][CH2:2]1.CC1C(O)=C(C=O)C(COP(O)(O)=O)=CN=1.OP(O)(O)=O>>[CH2:1]1[CH2:8][C@H:7]([NH2:9])[C:5](=[O:6])[NH:4][CH2:3][CH2:2]1.[CH2:1]1[CH2:8][C@@H:7]([NH2:9])[C:5](=[O:6])[NH:4][CH2:3][CH2:2]1. Procedure: Then D-α-amino-ε-caprolactam and pyridoxal-5-phosphate were added to the disintegrated cell suspensions of each monoculture to concentrations of 5 g/l and 0.01 mM respectively. After 1.5 h of incubation at 20° C. and 20 rpm, 2 ml samples were transferred into 1 ml of 1 M H3PO4. After removal of all particulates by centrifugation followed by filtration through a 0.22 μM filter, concentrations D- and L-α-amino-ε-caprolactam in the samples were determined by HPLC using the protocol as described in ... Starting materials: ClC1=CC=CC=2N=C(SC21)OCC (7-chloro-2-ethoxy-benzothiazole), Cl (hydrochloric acid). The product is ClC1=CC=CC=2NC(SC21)=O (7-Chloro-2(3H)-benzothiazolone). Yield: 38.0%. Reaction SMILES: [Cl:1][C:2]1[C:10]2[S:9][C:8]([O:11]CC)=[N:7][C:6]=2[CH:5]=[CH:4][CH:3]=1.Cl>>[Cl:1][C:2]1[C:10]2[S:9][C:8](=[O:11])[NH:7][C:6]=2[CH:5]=[CH:4][CH:3]=1. Procedure details: Prepared analogous to Example 5 from 7-chloro-2-ethoxy-benzothiazole and concentrated hydrochloric acid with a yield of 38% of theory. M.p.: 202°-203° C. (after recrystallization from methanol and from diisopropyl ether). The reactants are ClCCl, CCOC(=O)CC(CC)c1ccc(F)cc1, [K+], [OH-]. Product: CCC(CC(=O)O)c1ccc(F)cc1. Reaction SMILES: [Cl:19][CH2:20][Cl:21].[F:1][c:2]1[cH:3][cH:4][c:5]([CH:8]([CH2:9][C:10](=[O:11])[O:12][CH2:13][CH3:14])[CH2:15][CH3:16])[cH:6][cH:7]1.[K+:18].[OH-:17]>>[F:1][c:2]1[cH:3][cH:4][c:5]([CH:8]([CH2:9][C:10](=[O:11])[OH:12])[CH2:15][CH3:16])[cH:6][cH:7]1. The reactants are [H-].[Na+] (Sodium hydride), O1CCCC1 (tetrahydrofuran), C(#N)CP(OCC)(OCC)=O (diethyl cyanomethylphosphonate), O1CCCC1 (tetrahydrofuran), BrC1=CC=2CCC(C2C2=C1OCC2)=O (4-bromo-1,2,6,7-tetrahydro-8H-indeno[5,4-b]furan-8-one). The solvent is O (Water). Conditions: time 20 minute. The product is BrC1=CC=2CC/C(/C2C2=C1OCC2)=C\C#N ((E)-(4-bromo-1,6,7,8-tetrahydro-2H-indeno[5,4-b]furan-8-ylidene)acetonitrile). Yield: 43.1%. Reaction SMILES: [H-].[Na+].O1CCCC1.[C:8]([CH2:10]P(=O)(OCC)OCC)#[N:9].[Br:19][C:20]1[C:28]2[O:29][CH2:30][CH2:31][C:27]=2[C:26]2[C:25](=O)[CH2:24][CH2:23][C:22]=2[CH:21]=1>O>[Br:19][C:20]1[C:28]2[O:29][CH2:30][CH2:31][C:27]=2[C:26]2/[C:25](=[CH:10]/[C:8]#[N:9])/[CH2:24][CH2:23][C:22]=2[CH:21]=1 |f:0.1|. Reported procedure: 60% Sodium hydride (0.17 g, 4.35 mmols) was added to a tetrahydrofuran (20 ml) solution of diethyl cyanomethylphosphonate (0.77 g, 4.35 mmols) while cooling with ice, and the mixture was stirred for 20 minutes. To this was added a tetrahydrofuran (10 ml) solution of 4-bromo-1,2,6,7-tetrahydro-8H-indeno[5,4-b]furan-8-one (1.00 g, 3.95 mmols), and the mixture was stirred at room temperature further for 2 hours. Water was added to the reaction mixture, which was then extracted with ethyl acetate. T...